From a dataset of the Open Reaction Database (ORD), a public repository of structured organic reaction records. describe an organic reaction: reactants, conditions, products, and yield Starting materials: CNN (methylhydrazine), C(#N)C1=CC(=C(C=C1)/C=C/C=C/[C@@H]1OC[C@H](CO1)S[C@@H]([C@](CN1N=CN=C1)(C1=C(C=C(C=C1)F)F)OC(CCN1C(C2=CC=CC=C2C1=O)=O)=O)C)F ([(1R,2R)-2-[[trans-2-[(1E,3E)-4-(4-cyano-2-fluorophenyl)-1,3-butadien-1-yl]-1,3-dioxan-5-yl]thio]-1-(2,4-difluorophenyl)-1-[(1H-1,2,4-triazol-1-yl)methyl]propyl]3-(1,3-dioxo-1,3-dihydro-2-isoindolyl)propionate). Solvent: ClCCl (dichloromethane). Conditions: time 20 hour. The product is C(#N)C1=CC(=C(C=C1)/C=C/C=C/[C@@H]1OC[C@H](CO1)S[C@@H]([C@](CN1N=CN=C1)(C1=C(C=C(C=C1)F)F)OC(CCN)=O)C)F ([(1R,2R)-2-[[trans-2-[(1E,3E)-4-(4-Cyano-2-fluorophenyl)-1,3-butadien-1-yl]-1,3-dioxan-5-yl]thio]-1-(2,4-difluorophenyl)-1-[(1H-1,2,4-triazol-1-yl)methyl]propyl]3-aminopropionate). Isolated yield 52.0%. RXN SMILES: CNN.[C:4]([C:6]1[CH:11]=[CH:10][C:9](/[CH:12]=[CH:13]/[CH:14]=[CH:15]/[C@H:16]2[O:21][CH2:20][C@H:19]([S:22][C@H:23]([CH3:55])[C@@:24]([O:39][C:40](=[O:54])[CH2:41][CH2:42][N:43]3C(=O)C4C(=CC=CC=4)C3=O)([C:31]3[CH:36]=[CH:35][C:34]([F:37])=[CH:33][C:32]=3[F:38])[CH2:25][N:26]3[CH:30]=[N:29][CH:28]=[N:27]3)[CH2:18][O:17]2)=[C:8]([F:56])[CH:7]=1)#[N:5]>ClCCl>[C:4]([C:6]1[CH:11]=[CH:10][C:9](/[CH:12]=[CH:13]/[CH:14]=[CH:15]/[C@H:16]2[O:21][CH2:20][C@H:19]([S:22][C@H:23]([CH3:55])[C@@:24]([O:39][C:40](=[O:54])[CH2:41][CH2:42][NH2:43])([C:31]3[CH:36]=[CH:35][C:34]([F:37])=[CH:33][C:32]=3[F:38])[CH2:25][N:26]3[CH:30]=[N:29][CH:28]=[N:27]3)[CH2:18][O:17]2)=[C:8]([F:56])[CH:7]=1)#[N:5]. Procedure details: 222.7 mg (4.38 mmol) of methylhydrazine were added to a solution of 100 mg (0.13 mmol) of [(1R,2R)-2-[[trans-2-[(1E,3E)-4-(4-cyano-2-fluorophenyl)-1,3-butadien-1-yl]-1,3-dioxan-5-yl]thio]-1-(2,4-difluorophenyl)-1-[(1H-1,2,4-triazol-1-yl)methyl]propyl]3-(1,3-dioxo-1,3-dihydro-2-isoindolyl)propionate [prepared as described in Step 13(i) above] in 2 ml of dichloromethane in an ice bath. The resulting mixture was stirred at ambient temperature for 20 hours. At the end of this time, the reaction mixt... Starting materials: OC1=NC(=NC(=C1)C)C1=NC(=CC=C1)C=1C=C(C=CC1)C (4-hydroxy-6-methyl-2-(6-m-tolyl-2-pyridinyl)pyrimidine), P(=O)(Cl)(Cl)Cl (phosphoryl chloride), C([O-])([O-])=O.[Na+].[Na+] (sodium carbonate). Solvent: C1(=CC=CC=C1)C (toluene). Product: ClC1=NC(=NC(=C1)C)C1=NC(=CC=C1)C=1C=C(C=CC1)C (4-chloro-6-methyl-2-(6-m-tolyl-2-pyridinyl)pyrimidine). The yield is 91.9%. Reaction SMILES: O[C:2]1[CH:7]=[C:6]([CH3:8])[N:5]=[C:4]([C:9]2[CH:14]=[CH:13][CH:12]=[C:11]([C:15]3[CH:16]=[C:17]([CH3:21])[CH:18]=[CH:19][CH:20]=3)[N:10]=2)[N:3]=1.P(Cl)(Cl)([Cl:24])=O.C(=O)([O-])[O-].[Na+].[Na+]>C1(C)C=CC=CC=1>[Cl:24][C:2]1[CH:7]=[C:6]([CH3:8])[N:5]=[C:4]([C:9]2[CH:14]=[CH:13][CH:12]=[C:11]([C:15]3[CH:16]=[C:17]([CH3:21])[CH:18]=[CH:19][CH:20]=3)[N:10]=2)[N:3]=1 |f:2.3.4|. Reported procedure: To solution of 4-hydroxy-6-methyl-2-(6-m-tolyl-2-pyridinyl)pyrimidine (5 g) in toluene (100 ml), was added phosphoryl chloride (5 g). The mixture was heated under refluxing for one hourand left to stand to room temperature. Aqueous sodium carbonate solution was added thereto until the reaction solution became about pH 8 to be separated into two layers. Toluene layer was washed with water and dried over anhydrous magnesium sulfate. The toluene layer was concentrated under reduced pressure to obta... Starting materials: COc2ccc1ccccc1c2 (substrate), F[B-](F)(F)c1ccccc1.[K+] (effective_coupling_partner). The product is c3ccc(c2ccc1ccccc1c2)cc3. Run at temperature 80 celsius, time 12 hour. The reagents and catalysts are PCy3. Starting materials: S(N)(=O)(=O)CCCC(=O)O (4-sulfamoylbutyric acid), COC(OC)OC (trimethylorthoformate), polystyrene. Run in CO (methanol). Conditions: temperature 60 celsius, time 19 hour. Product: COC(CCCS(N)(=O)=O)=O (4-sulfamoylbutyric acid methyl ester). Yield: 99.0%. Reaction SMILES: [S:1]([CH2:5][CH2:6][CH2:7][C:8]([OH:10])=[O:9])(=[O:4])(=[O:3])[NH2:2].[CH3:11]OC(OC)OC>CO>[CH3:11][O:9][C:8](=[O:10])[CH2:7][CH2:6][CH2:5][S:1](=[O:4])(=[O:3])[NH2:2]. Procedure details: A mixture of 4-sulfamoylbutyric acid (2.53 g, 15.1 mmol), methanol (25 ml), trimethylorthoformate (10 ml, approx 5 eq) and polystyrene-bound toluenesulfonic acid (0.58 g) was stirred at 60° C. After 19 h the mixture was decantated from the catalyst and concentrated to yield 2.70 g (99%) of the title ester as an oil. Reactants: Cl.C(C(=C)C)(=O)N.N[C@@H](CCCNC(N)=N)C(=O)O (Arginine-methacrylamide hydrochloride), C(C(=C)C)(=O)N.N[C@@H](C)C(=O)O (alanine-methacrylamide). Run in O (water). Yields the product C(C(=C)C)(=O)N.N[C@@H](C)C(=O)O.C(C(=C)C)(=O)N.N[C@@H](CCCNC(N)=N)C(=O)O (Alanine-methacrylamide Arginine-methacrylamide). Reaction SMILES: Cl.[C:2]([NH2:7])(=[O:6])[C:3]([CH3:5])=[CH2:4].[NH2:8][C@H:9]([C:17]([OH:19])=[O:18])[CH2:10][CH2:11][CH2:12][NH:13][C:14](=[NH:16])[NH2:15].[C:20]([NH2:25])(=[O:24])[C:21]([CH3:23])=[CH2:22].N[C@H](C(O)=O)C>O>[C:2]([NH2:7])(=[O:6])[C:3]([CH3:5])=[CH2:4].[NH2:8][C@H:9]([C:17]([OH:19])=[O:18])[CH3:10].[C:20]([NH2:25])(=[O:24])[C:21]([CH3:23])=[CH2:22].[NH2:8][C@H:9]([C:17]([OH:19])=[O:18])[CH2:10][CH2:11][CH2:12][NH:13][C:14](=[NH:15])[NH2:16] |f:0.1.2,3.4,6.7.8.9|. Reported procedure: Arginine-methacrylamide hydrochloride(10.53 g) and 13.90 g of the aforementioned alanine-methacrylamide were dissolved in 100 ml of distilled water, and bubbled with nitrogen gas for 1 hour. Potassium persulfate(250 mg) was added to the solution, and dissolved in it. The reaction mixture was refluxed by heating for 3 hours, then cooled to room temperature, and poured into acetone, so that precipitates were deposited. The supernatant was discarded, and acetone was again added to the precipitates ... Reactants: COc1ccc(N)cc1, COCc1cc(Cl)nc(-c2cccc(C)c2)n1, Cl, O. Product: COCc1cc(Nc2ccc(OC)cc2)nc(-c2cccc(C)c2)n1. Reaction SMILES: [CH3:18][O:19][c:20]1[cH:21][cH:22][c:23]([NH2:26])[cH:24][cH:25]1.[Cl:1][c:2]1[n:3][c:4](-[c:11]2[cH:12][c:13]([CH3:17])[cH:14][cH:15][cH:16]2)[n:5][c:6]([CH2:8][O:9][CH3:10])[cH:7]1.[ClH:27].[OH2:28]>>[c:2]1([NH:26][c:23]2[cH:22][cH:21][c:20]([O:19][CH3:18])[cH:25][cH:24]2)[n:3][c:4](-[c:11]2[cH:12][c:13]([CH3:17])[cH:14][cH:15][cH:16]2)[n:5][c:6]([CH2:8][O:9][CH3:10])[cH:7]1. Reactants: C[C@@H]1N(C[C@H](NC1)C)C1=CC(=C(C#N)C(=C1)OC)F (4-[(2S,5R)-2,5-dimethylpiperazin-1-yl]-2-fluoro-6-methoxybenzonitrile), C(OCl)(OC1=CC=CC=C1)=O (chloro phenyl carbonate), NC1=CC=C(C=C1)C1(CC1)C#N (1-(4-aminophenyl)cyclopropanecarbonitrile). The solvent is N1=CC=CC=C1 (pyridine), N1=CC=CC=C1 (pyridine). Run at time 24 hour. Product: C(#N)C1(CC1)C1=CC=C(NC(=O)N2[C@@H](CN([C@H](C2)C)C2=CC(=C(C(=C2)OC)C#N)F)C)C=C1 ((2R,5S)-4′-(1-Cyanocyclopropyl)-4-(4-cyano-3-fluoro-5-methoxyphenyl)-2,5-dimethylpiperazine-1-carboxanilide). Isolated yield 58.7%. RXN SMILES: [NH2:1][C:2]1[CH:7]=[CH:6][C:5]([C:8]2([C:11]#[N:12])[CH2:10][CH2:9]2)=[CH:4][CH:3]=1.[C:13](=O)(OC1C=CC=CC=1)[O:14]Cl.[CH3:24][C@H:25]1[CH2:30][NH:29][C@H:28]([CH3:31])[CH2:27][N:26]1[C:32]1[CH:39]=[C:38]([O:40][CH3:41])[C:35]([C:36]#[N:37])=[C:34]([F:42])[CH:33]=1>N1C=CC=CC=1>[C:11]([C:8]1([C:5]2[CH:4]=[CH:3][C:2]([NH:1][C:13]([N:29]3[CH2:30][C@H:25]([CH3:24])[N:26]([C:32]4[CH:39]=[C:38]([O:40][CH3:41])[C:35]([C:36]#[N:37])=[C:34]([F:42])[CH:33]=4)[CH2:27][C@H:28]3[CH3:31])=[O:14])=[CH:7][CH:6]=2)[CH2:9][CH2:10]1)#[N:12]. Procedure: Into 10 ml of pyridine was dissolved 475 mg of 1-(4-aminophenyl)cyclopropanecarbonitrile, and then 493 mg of chloro phenyl carbonate was added thereto under ice-cooling, followed by 24 hours of stirring at room temperature. Then, 5 ml of a pyridine solution of 790 mg of 4-[(2S,5R)-2,5-dimethylpiperazin-1-yl]-2-fluoro-6-methoxybenzonitrile was added dropwise thereto, followed by 1 hour of stirring at 100° C. After the reaction solution was evaporated and the resulting residue was dissolved in eth...